From a dataset of the Open Reaction Database (ORD), a public repository of structured organic reaction records. describe an organic reaction: reactants, conditions, products, and yield Starting materials: ClCCl, COc1cc2c(Nc3c(Cl)ccc4ccoc34)ncnc2cc1O, CCOC(=O)N=NC(=O)OCC, OCCN1CCCC1, c1ccc(P(c2ccccc2)c2ccccc2)cc1. The product is COc1cc2c(Nc3c(Cl)ccc4ccoc34)ncnc2cc1OCCN1CCCC1. RXN SMILES: [CH2:64]([Cl:65])[Cl:66].[Cl:13][c:14]1[c:15]([NH:23][c:24]2[n:25][cH:26][n:27][c:28]3[cH:29][c:30]([OH:36])[c:31]([O:34][CH3:35])[cH:32][c:33]23)[c:16]2[c:17]([cH:18][cH:19][o:20]2)[cH:21][cH:22]1.[O:1]=[C:2]([O:3][CH2:4][CH3:5])[N:6]=[N:7][C:8]([O:9][CH2:10][CH3:11])=[O:12].[OH:37][CH2:38][CH2:39][N:40]1[CH2:41][CH2:42][CH2:43][CH2:44]1.[c:45]1([P:46]([c:47]2[cH:48][cH:49][cH:50][cH:51][cH:52]2)[c:53]2[cH:54][cH:55][cH:56][cH:57][cH:58]2)[cH:59][cH:60][cH:61][cH:62][cH:63]1>>[Cl:13][c:14]1[c:15]([NH:23][c:24]2[n:25][cH:26][n:27][c:28]3[cH:29][c:30]([O:36][CH2:38][CH2:39][N:40]4[CH2:41][CH2:42][CH2:43][CH2:44]4)[c:31]([O:34][CH3:35])[cH:32][c:33]23)[c:16]2[c:17]([cH:18][cH:19][o:20]2)[cH:21][cH:22]1. Reported procedure: A solution of (2-(4-fluorophenyl)-2-methylpropan-1-amine (5.5 g, 33 mmol, 1.8 equiv), 3,6-dichloro-4-methylpyridazine (3.0 g, 18 mmol, 1.0 equiv) and K2CO3 (5.1 g, 37 mmol, 2.0 equiv) in isopropanol (7.5 mL) was stirred at 100° C. under a blanket of nitrogen for 18 hours. The cooled mixture was partitioned between water and EtOAc and the organic fraction was concentrated in vacuo. Purification over silica gel using a 20-35% gradient of EtOAc/hexanes gave the desired product (0.80 g, 15%) of a ye... The product is ClC1=C(C=C(N=N1)NCC(C)(C)C1=CC=C(C=C1)F)C (6-Chloro-N-(2-(4-fluorophenyl)-2-methylpropyl)-5-methylpyridazin-3-amine). The yield is 15.1%. RXN SMILES: [F:1][C:2]1[CH:7]=[CH:6][C:5]([C:8]([CH3:12])([CH3:11])[CH2:9][NH2:10])=[CH:4][CH:3]=1.[Cl:13][C:14]1[N:15]=[N:16][C:17](Cl)=[CH:18][C:19]=1[CH3:20].C([O-])([O-])=O.[K+].[K+]>C(O)(C)C>[Cl:13][C:14]1[N:15]=[N:16][C:17]([NH:10][CH2:9][C:8]([C:5]2[CH:4]=[CH:3][C:2]([F:1])=[CH:7][CH:6]=2)([CH3:12])[CH3:11])=[CH:18][C:19]=1[CH3:20] |f:2.3.4|. Run in C(C)(C)O (isopropanol). Starting materials: FC1=CC=C(C=C1)C(CN)(C)C (2-(4-fluorophenyl)-2-methylpropan-1-amine), ClC=1N=NC(=CC1C)Cl (3,6-dichloro-4-methylpyridazine), C(=O)([O-])[O-].[K+].[K+] (K2CO3). The reactants are CCOC(C)=N, CCO, Cc1ccc(C(=O)NN)cc1, Cl, [Na]. The product is CC(=N)N(N)C(=O)c1ccc(C)cc1. RXN SMILES: [CH2:3]([O:4][C:6]([CH3:7])=[NH:8])[CH3:5].[CH3:20][CH2:21][OH:22].[CH3:9][c:10]1[cH:11][cH:12][c:13]([C:14](=[O:15])[NH:16][NH2:17])[cH:18][cH:19]1.[ClH:2].[Na:1]>>[C:6]([CH3:7])(=[NH:8])[N:16]([C:14]([c:13]1[cH:12][cH:11][c:10]([CH3:9])[cH:19][cH:18]1)=[O:15])[NH2:17]. Reactants: NC=1C(=CC=CC1)C (o-toluidine), C1(=CC=CC=C1)S(=O)(=O)N1C=C(C=2C1=NC=CC2)C2=NC(=NC=C2)Cl (1-benzenesulfonyl-3-(2-chloro-pyrimidin-4-yl)-1H-pyrrolo[2,3-b]pyridine). Yields the product N1C=C(C=2C1=NC=CC2)C2=NC(=NC=C2)NC2=C(C=CC=C2)C ([4-(1H-Pyrrolo[2,3-b]pyridin-3-yl)-pyrimidin-2-yl]-o-tolyl-amine). The yield is 33.2%. RXN SMILES: [NH2:1][C:2]1[C:3]([CH3:8])=[CH:4][CH:5]=[CH:6][CH:7]=1.C1(S([N:18]2[C:22]3=[N:23][CH:24]=[CH:25][CH:26]=[C:21]3[C:20]([C:27]3[CH:32]=[CH:31][N:30]=[C:29](Cl)[N:28]=3)=[CH:19]2)(=O)=O)C=CC=CC=1>>[NH:18]1[C:22]2=[N:23][CH:24]=[CH:25][CH:26]=[C:21]2[C:20]([C:27]2[CH:32]=[CH:31][N:30]=[C:29]([NH:1][C:2]3[CH:7]=[CH:6][CH:5]=[CH:4][C:3]=3[CH3:8])[N:28]=2)=[CH:19]1. Reported procedure: Using the procedure of example 1, o-toluidine (87 mg) was reacted with compound 1f (100 mg) to provide compound 8 (27 mg, 33%). 1H NMR (400 MHz, CD3OD) δ 8.55 (d, J=8.0 Hz, 1H), 8.24 (d, J=5.2 Hz, 1H), 8.12 (s, 1H), 7.69 (d, J=7.6 Hz, 1H), 7.29 (q, J=7.6 Hz, 1H), 7.18 (d, J=7.2 Hz, 1H), 7.11 (d, J=5.6 Hz, 1H), 7.11 (dd, J=7.6 Hz, 4.8 Hz, 1H), 2.35 (s, 3H). MS (ESI) m/z: 302 (M+H)+. Reactants: C1COCCN1, CCO, N#Cc1cc([N+](=O)[O-])ccc1Cl. The product is N#Cc1cc([N+](=O)[O-])ccc1N1CCOCC1. As a reaction SMILES: [CH2:13]1[CH2:14][O:15][CH2:16][CH2:17][NH:18]1.[CH3:19][CH2:20][OH:21].[Cl:1][c:2]1[c:3]([C:4]#[N:5])[cH:6][c:7]([N+:10](=[O:11])[O-:12])[cH:8][cH:9]1>>[c:2]1([N:18]2[CH2:13][CH2:14][O:15][CH2:16][CH2:17]2)[c:3]([C:4]#[N:5])[cH:6][c:7]([N+:10](=[O:11])[O-:12])[cH:8][cH:9]1.